Task: describe an organic reaction: reactants, conditions, products, and yield. Dataset: the Open Reaction Database (ORD), a public repository of structured organic reaction records Starting materials: [Li]CCCC, CCCCCC, Cn1nnnc1SCCCCl, C1CCOC1. Product: CCC(=O)CCCSc1nnnn1C. As a reaction SMILES: [CH2:1]([Li:2])[CH2:3][CH2:4][CH3:5].[CH3:22][CH2:23][CH2:24][CH2:25][CH2:26][CH3:27].[CH3:6][n:7]1[n:8][n:9][n:10][c:11]1[S:12][CH2:13][CH2:14][CH2:15][Cl:16].[O:17]1[CH2:18][CH2:19][CH2:20][CH2:21]1>>[CH3:6][n:7]1[n:8][n:9][n:10][c:11]1[S:12][CH2:13][CH2:14][CH2:15][C:18](=[O:17])[CH2:19][CH3:20]. Starting materials: ClCCl, N#Cc1cscc1-c1ccc2cc(O)ccc2c1Oc1ccc(OCCN2CCCCC2)cc1. Product: Cl, N#Cc1cscc1-c1ccc2cc(O)ccc2c1Oc1ccc(OCCN2CCCCC2)cc1. As a reaction SMILES: [Cl:35][CH2:36][Cl:37].[OH:1][c:2]1[cH:3][c:4]2[cH:5][cH:6][c:7](-[c:28]3[c:29]([C:33]#[N:34])[cH:30][s:31][cH:32]3)[c:8]([O:12][c:13]3[cH:14][cH:15][c:16]([O:19][CH2:20][CH2:21][N:22]4[CH2:23][CH2:24][CH2:25][CH2:26][CH2:27]4)[cH:17][cH:18]3)[c:9]2[cH:10][cH:11]1>>[ClH:35].[OH:1][c:2]1[cH:3][c:4]2[cH:5][cH:6][c:7](-[c:28]3[c:29]([C:33]#[N:34])[cH:30][s:31][cH:32]3)[c:8]([O:12][c:13]3[cH:14][cH:15][c:16]([O:19][CH2:20][CH2:21][N:22]4[CH2:23][CH2:24][CH2:25][CH2:26][CH2:27]4)[cH:17][cH:18]3)[c:9]2[cH:10][cH:11]1. Product: CCOC(=O)c1cnn(Cc2nc(-c3cccc(N)c3)cs2)c1. As a reaction SMILES: [CH2:31]([OH:32])[CH3:33].[N+:1]([O-:2])(=[O:3])[c:4]1[cH:5][c:6](-[c:10]2[n:11][c:12]([CH2:15][n:16]3[n:17][cH:18][c:19]([C:21](=[O:22])[O:23][CH2:24][CH3:25])[cH:20]3)[s:13][cH:14]2)[cH:7][cH:8][cH:9]1.[O:26]1[CH2:27][CH2:28][CH2:29][CH2:30]1>>[NH2:1][c:4]1[cH:5][c:6](-[c:10]2[n:11][c:12]([CH2:15][n:16]3[n:17][cH:18][c:19]([C:21](=[O:22])[O:23][CH2:24][CH3:25])[cH:20]3)[s:13][cH:14]2)[cH:7][cH:8][cH:9]1. The reactants are CCO, CCOC(=O)c1cnn(Cc2nc(-c3cccc([N+](=O)[O-])c3)cs2)c1, C1CCOC1. The reactants are [Br-], [Br-], CC(C)(C)OC(=O)NC1CCCOC1C=O, O=C([O-])O, ClCCl, C[N+](C)(C)C, [O-]Cl, Cl, [K+], [Na+], [Na+], [Na+], [OH-], O. The product is CC(C)(C)OC(=O)NC1CCCOC1C(=O)O. Reaction SMILES: [Br-:18].[Br-:30].[C:1]([CH3:2])([CH3:3])([CH3:4])[O:5][C:6]([NH:7][CH:8]1[CH:9]([CH:14]=[O:15])[O:10][CH2:11][CH2:12][CH2:13]1)=[O:16].[C:22]([O-:23])(=[O:24])[OH:25].[CH2:37]([Cl:38])[Cl:39].[CH3:31][N+:32]([CH3:33])([CH3:34])[CH3:35].[Cl:19][O-:20].[ClH:29].[K+:17].[Na+:21].[Na+:26].[Na+:28].[OH-:27].[OH2:36]>>[C:1]([CH3:2])([CH3:3])([CH3:4])[O:5][C:6]([NH:7][CH:8]1[CH:9]([C:14](=[O:15])[OH:23])[O:10][CH2:11][CH2:12][CH2:13]1)=[O:16].